This data is from the Open Reaction Database (ORD), a public repository of structured organic reaction records. The task is: describe an organic reaction: reactants, conditions, products, and yield The yield is 73.4%. Starting materials: [OH-].[Li+] (Lithium hydroxide), C(C)OC1=CC=C(C=C1)C1=CC(N(C=C1F)CC[C@](C(=O)OCC)(S(=O)(=O)C)C)=O (ethyl (2R)-4-[4-(4-ethoxyphenyl)-5-fluoro-2-oxopyridin-1(2H)-yl]-2-methyl-2-(methylsulfonyl)butanoate), Cl (HCl). The product is C(C)OC1=CC=C(C=C1)C1=CC(N(C=C1F)CC[C@](C(=O)O)(S(=O)(=O)C)C)=O ((2R)-4-[4-(4-Ethoxyphenyl)-5-fluoro-2-oxopyridin-1(2H)-yl]-2-methyl-2-(methylsulfonyl)butanoic acid). Run in O1CCCC1.O (tetrahydrofuran water). Reaction SMILES: [OH-].[Li+].[CH2:3]([O:5][C:6]1[CH:11]=[CH:10][C:9]([C:12]2[C:17]([F:18])=[CH:16][N:15]([CH2:19][CH2:20][C@@:21]([CH3:31])([S:27]([CH3:30])(=[O:29])=[O:28])[C:22]([O:24]CC)=[O:23])[C:14](=[O:32])[CH:13]=2)=[CH:8][CH:7]=1)[CH3:4].Cl>O1CCCC1.O>[CH2:3]([O:5][C:6]1[CH:11]=[CH:10][C:9]([C:12]2[C:17]([F:18])=[CH:16][N:15]([CH2:19][CH2:20][C@@:21]([CH3:31])([S:27]([CH3:30])(=[O:28])=[O:29])[C:22]([OH:24])=[O:23])[C:14](=[O:32])[CH:13]=2)=[CH:8][CH:7]=1)[CH3:4] |f:0.1,4.5|. Reported procedure: Lithium hydroxide (108 mg, 4.37 mmol) was added to a solution of ethyl (2R)-4-[4-(4-ethoxyphenyl)-5-fluoro-2-oxopyridin-1(2H)-yl]-2-methyl-2-(methylsulfonyl)butanoate (320 mg, 0.728 mmol) in tetrahydrofuran:water (1:1, 20 mL) and the reaction was allowed to stir at rt until complete. The reaction mixture was acidified with 4 M aq HCl and extracted with EtOAc. The combined organic layers were dried (MgSO4), filtered and concentrated to afford the title compound as a solid (220 mg, 73%). MS (LCMS)... The reactants are FC=1C=C(C=CC1I)C1CCC2(OCCO2)CC1 (8-(3-fluoro-4-iodophenyl)-1,4-dioxaspiro-[4.5]decane), C(=O)O (formic acid), C(=O)O (HCOOH). The solvent is O (water), C1(=CC=CC=C1)C (toluene). Conditions: temperature 25 celsius, time 8 hour. Product: FC=1C=C(C=CC1I)C1CCC(CC1)=O (4-(3-fluoro-4-iodophenyl)cyclohexanone). As a reaction SMILES: [F:1][C:2]1[CH:3]=[C:4]([CH:9]2[CH2:18][CH2:17][C:12]3(OCC[O:13]3)[CH2:11][CH2:10]2)[CH:5]=[CH:6][C:7]=1[I:8].C(O)=O>C1(C)C=CC=CC=1.O>[F:1][C:2]1[CH:3]=[C:4]([CH:9]2[CH2:10][CH2:11][C:12](=[O:13])[CH2:17][CH2:18]2)[CH:5]=[CH:6][C:7]=1[I:8]. Procedure details: 128.0 g of 8-(3-fluoro-4-iodophenyl)-1,4-dioxaspiro-[4.5]decane and 320 ml of formic acid were dissolved in 750 ml of toluene and stirred at 25° C. overnight, the HCOOH phase was run off, diluted with 2 1 of water and extracted twice with toluene, and the toluene phases were washed with water and sodium hydrogencarbonate solution until neutral, dried and evaporated. The crude product was recrystallized at -25° C. from 100 ml of hexane containing a few drops of ethyl acetate, giving 4-(3-fluoro-4... The reactants are C(#N)C(C1=CC=CC=C1)C1=NC(=CC=C1[N+](=O)[O-])Cl (2-(α-cyanobenzyl)-3-nitro-6-chloropyridine), Cl (hydrochloric acid), [OH-].[K+] (potassium hydroxide), O (water), OO (hydrogen peroxide), [OH-].[K+] (KOH), O (water). Solvent: CC(=O)C (acetone). Run at temperature 35 celsius, time 40 minute. Product: C(C1=CC=CC=C1)(=O)C1=NC(=CC=C1[N+](=O)[O-])O (2-BENZOYL-3-NITRO-6-HYDROXYPYRIDINE). As a reaction SMILES: C([CH:3]([C:10]1[C:15]([N+:16]([O-:18])=[O:17])=[CH:14][CH:13]=[C:12](Cl)[N:11]=1)[C:4]1[CH:9]=[CH:8][CH:7]=[CH:6][CH:5]=1)#N.OO.[OH-:22].[K+].Cl.[OH2:25]>CC(C)=O>[C:3]([C:10]1[C:15]([N+:16]([O-:18])=[O:17])=[CH:14][CH:13]=[C:12]([OH:25])[N:11]=1)(=[O:22])[C:4]1[CH:9]=[CH:8][CH:7]=[CH:6][CH:5]=1 |f:2.3|. Procedure details: 50 grams of 2-(α-cyanobenzyl)-3-nitro-6-chloropyridine were dissolved in 200 ml. of acetone, 70 ml. of 30% aqueous hydrogen peroxide added and then with stirring there was gradually dropped a solution of 39 grams of KOH in 50 ml. of water with stirring. The solution heated by itself to 35° C. After 40 minutes there was no blue coloration upon dropwise adding further potassium hydroxide solution. The yellow-red solution was diluted with water and acidified with hydrochloric acid. The 2-benzoyl-3-... The reactants are CC(=O)O, CCOC(=O)C(Cl)Cc1ccc(C2CCCCC2)c(Cl)c1, Cl. The product is O=C(O)C(Cl)Cc1ccc(C2CCCCC2)c(Cl)c1. As a reaction SMILES: [CH3:23][C:24](=[O:25])[OH:26].[Cl:1][CH:2]([C:3](=[O:4])[O:5][CH2:6][CH3:7])[CH2:8][c:9]1[cH:10][c:11]([Cl:21])[c:12]([CH:15]2[CH2:16][CH2:17][CH2:18][CH2:19][CH2:20]2)[cH:13][cH:14]1.[ClH:22]>>[Cl:1][CH:2]([C:3](=[O:4])[OH:5])[CH2:8][c:9]1[cH:10][c:11]([Cl:21])[c:12]([CH:15]2[CH2:16][CH2:17][CH2:18][CH2:19][CH2:20]2)[cH:13][cH:14]1. The solvent is C(=O)(C(F)(F)F)O.CC(=O)C (TFA acetone). Reactants: C(=O)(C(F)(F)F)OC(=O)C(F)(F)F (TFAA), COC(C1=CC(=CC=C1)N1N=CN=C1)=O (3-[1,2,4]triazol-1-yl-benzoic acid methyl ester), C(C)(=O)OC(C)(C)C.[Li] (lithium tert.-butyl acetate). RXN SMILES: CO[C:3](=[O:15])[C:4]1[CH:9]=[CH:8][CH:7]=[C:6]([N:10]2[CH:14]=[N:13][CH:12]=[N:11]2)[CH:5]=1.[C:16]([O:19][C:20]([CH3:23])([CH3:22])[CH3:21])(=[O:18])[CH3:17].[Li].C(OC(C(F)(F)F)=O)(C(F)(F)F)=O>C(O)(C(F)(F)F)=O.CC(C)=O>[C:20]([O:19][C:16](=[O:18])[CH2:17][C:3](=[O:15])[C:4]1[CH:9]=[CH:8][CH:7]=[C:6]([N:10]2[CH:14]=[N:13][CH:12]=[N:11]2)[CH:5]=1)([CH3:23])([CH3:22])[CH3:21] |f:1.2,4.5,^1:23|. Procedure: The 3-oxo-3-(3-[1,2,4]triazol-1-yl-phenyl)-propionic acid tert.-butyl ester was prepared from 3-[1,2,4]triazol-1-yl-benzoic acid methyl ester [CAS-No. 167626-27-9] by treatment with lithium tert.-butyl acetate according to general procedure H (method b). Prepared from (Example H6) by stirring in TFA/acetone with TFAA according to general procedure J (method b). Obtained as a yellow solid (539 mg). Product: C(C)(C)(C)OC(CC(C1=CC(=CC=C1)N1N=CN=C1)=O)=O (3-oxo-3-(3-[1,2,4]triazol-1-yl-phenyl)-propionic acid tert.-butyl ester), solid. The reactants are CO, Cc1[nH]c(C(=O)NC2CCN(c3cc(C(=O)O)nc(Cl)n3)CC2)c(Cl)c1Cl, N. Yields the product Cc1[nH]c(C(=O)NC2CCN(c3cc(C(N)=O)nc(Cl)n3)CC2)c(Cl)c1Cl. As a reaction SMILES: [CH3:29][OH:30].[Cl:1][c:2]1[n:3][c:4]([N:11]2[CH2:12][CH2:13][CH:14]([NH:17][C:18](=[O:19])[c:20]3[nH:21][c:22]([CH3:27])[c:23]([Cl:26])[c:24]3[Cl:25])[CH2:15][CH2:16]2)[cH:5][c:6]([C:8](=[O:9])[OH:10])[n:7]1.[NH3:28]>>[Cl:1][c:2]1[n:3][c:4]([N:11]2[CH2:12][CH2:13][CH:14]([NH:17][C:18](=[O:19])[c:20]3[nH:21][c:22]([CH3:27])[c:23]([Cl:26])[c:24]3[Cl:25])[CH2:15][CH2:16]2)[cH:5][c:6]([C:8](=[O:10])[NH2:28])[n:7]1.